This data is from the Open Reaction Database (ORD), a public repository of structured organic reaction records. The task is: describe an organic reaction: reactants, conditions, products, and yield Starting materials: CO, O=[N+]([O-])c1ccc2c(c1)-c1cccnc1CC2. Product: Nc1ccc2c(c1)-c1cccnc1CC2. RXN SMILES: [CH3:18][OH:19].[N+:1]([O-:2])(=[O:3])[c:4]1[cH:5][cH:6][c:7]2[c:8]([cH:17]1)-[c:9]1[cH:10][cH:11][cH:12][n:13][c:14]1[CH2:15][CH2:16]2>>[NH2:1][c:4]1[cH:5][cH:6][c:7]2[c:8]([cH:17]1)-[c:9]1[cH:10][cH:11][cH:12][n:13][c:14]1[CH2:15][CH2:16]2.